This data is from the Open Reaction Database (ORD), a public repository of structured organic reaction records. The task is: describe an organic reaction: reactants, conditions, products, and yield Procedure details: A mixture of 1.0 g. of 8-chloro-6-phenyl-4H-imidazo-[1,2-a][1,4]benzodiazepine-1-carboxaldehyde (ll) and 0.1 g. of tris(triphenylphosphine)rhodium chloride in 50 ml. of benzene is refluxed for about 6 hours. The mixture is then allowed to cool and filtered to remove the catalyst. The filtrate thus obtained in concentrated in vacuo to give 8-chloro-6-phenyl-4H-imidazo[1,2-a][1,4]benzodiazepine, which is further purified by chromatography on silica gel and/or crystallization, m.p. 146°-148° C. The reagents and catalysts are C1=CC=C(C=C1)P(C2=CC=CC=C2)C3=CC=CC=C3.C1=CC=C(C=C1)P(C2=CC=CC=C2)C3=CC=CC=C3.C1=CC=C(C=C1)P(C2=CC=CC=C2)C3=CC=CC=C3.[Cl-].[Rh] (tris(triphenylphosphine)rhodium chloride). RXN SMILES: [Cl:1][C:2]1[CH:3]=[CH:4][C:5]2[N:11]3[C:12](C=O)=[CH:13][N:14]=[C:10]3[CH2:9][N:8]=[C:7]([C:17]3[CH:22]=[CH:21][CH:20]=[CH:19][CH:18]=3)[C:6]=2[CH:23]=1>C1C=CC(P(C2C=CC=CC=2)C2C=CC=CC=2)=CC=1.C1C=CC(P(C2C=CC=CC=2)C2C=CC=CC=2)=CC=1.C1C=CC(P(C2C=CC=CC=2)C2C=CC=CC=2)=CC=1.[Cl-].[Rh].C1C=CC=CC=1>[Cl:1][C:2]1[CH:3]=[CH:4][C:5]2[N:11]3[CH:12]=[CH:13][N:14]=[C:10]3[CH2:9][N:8]=[C:7]([C:17]3[CH:22]=[CH:21][CH:20]=[CH:19][CH:18]=3)[C:6]=2[CH:23]=1 |f:1.2.3.4.5|. Starting materials: ClC=1C=CC2=C(C(=NCC=3N2C(=CN3)C=O)C3=CC=CC=C3)C1 (8-chloro-6-phenyl-4H-imidazo-[1,2-a][1,4]benzodiazepine-1-carboxaldehyde). The product is ClC=1C=CC2=C(C(=NCC=3N2C=CN3)C3=CC=CC=C3)C1 (8-chloro-6-phenyl-4H-imidazo[1,2-a][1,4]benzodiazepine). Run in C1=CC=CC=C1 (benzene). The reactants are CC=1C(=NNC1)C1=CC=CC=C1 (4-methyl-3-phenylpyrazole), BrC(C(=O)N(C)C)CC (2-bromo-N,N-dimethylbutyramide), ClC(C(=O)N(C)C)C (2-chloro-N,N-dimethylpropionamide). Product: C(C)C(C(=O)N(C)C)N1N=C(C=C1)C1=C(C=CC=C1)C (α-ethyl-N,N-dimethyl-3-(o-tolyl)-pyrazole-1-acetamide). As a reaction SMILES: C[C:2]1[C:3]([C:7]2[CH:12]=[CH:11][CH:10]=[CH:9][CH:8]=2)=[N:4][NH:5][CH:6]=1.Br[CH:14]([CH2:20][CH3:21])[C:15]([N:17]([CH3:19])[CH3:18])=[O:16].Cl[CH:23](C)C(N(C)C)=O>>[CH2:20]([CH:14]([N:5]1[CH:6]=[CH:2][C:3]([C:7]2[CH:8]=[CH:9][CH:10]=[CH:11][C:12]=2[CH3:23])=[N:4]1)[C:15]([N:17]([CH3:19])[CH3:18])=[O:16])[CH3:21]. Procedure: Following the procedure of Example 1, but substituting 3-(o-tolyl)pyrazole for 4-methyl-3-phenylpyrazole and 2-bromo-N,N-dimethylbutyramide for 2-chloro-N,N-dimethylpropionamide there was obtained α-ethyl-N,N-dimethyl-3-(o-tolyl)-pyrazole-1-acetamide having a melting point of 48°-51° C. Reactants: C(C)(C)(C)OC(=O)NC=1N=C(SC1)CC(=O)OCC (Ethyl 2-(4-tert-butoxycarbonylaminothiazol-2-yl)acetate), [Se](=O)=O (selenium dioxide). Run in O1CCOCC1 (dioxane), O (water). Run at temperature 110 celsius, time 4.5 hour. Product: C(C)(C)(C)OC(=O)NC=1N=C(SC1)C(C(=O)OCC)=O (ethyl (4-tert-butoxycarbonylaminothiazol-2-yl)glyoxylate). The yield is 78.5%. Reaction SMILES: [C:1]([O:5][C:6]([NH:8][C:9]1[N:10]=[C:11]([CH2:14][C:15]([O:17][CH2:18][CH3:19])=[O:16])[S:12][CH:13]=1)=[O:7])([CH3:4])([CH3:3])[CH3:2].[Se](=O)=[O:21]>O1CCOCC1.O>[C:1]([O:5][C:6]([NH:8][C:9]1[N:10]=[C:11]([C:14](=[O:21])[C:15]([O:17][CH2:18][CH3:19])=[O:16])[S:12][CH:13]=1)=[O:7])([CH3:4])([CH3:3])[CH3:2]. Procedure details: Ethyl 2-(4-tert-butoxycarbonylaminothiazol-2-yl)acetate (5.1 g) was added to a solution of selenium dioxide (2.96 g) in dioxane (60 ml) and water (2 ml) at 110° C. and stirred for 4.5 hours at 110° C. The mixture was evaporated and the residue was dissolved in ethyl acetate and water. The separated ethyl acetate layer was washed with an aqueous sodium chloride and dried over magnesium sulfate. After removing the solvent, the residue was subjected to column chromatography on silica gel and eluted... Reactants: C([O-])(O)=O.[Na+] (sodium bicarbonate), IC=1C=C(C=CC1)NC1=NC=CC=C1[N+](=O)[O-] (2-(3-iodophenylamino)-3-nitropyridine), C(=C)C1=CC=NC=C1 (4-vinylpyridine), C([O-])(O)=O.[Na+] (sodium bicarbonate). The reagents and catalysts are [Cl-].C(CCC)[N+](CCCC)(CCCC)CCCC (tetrabutylammonium chloride), C(C)(=O)[O-].[Pd+2].C(C)(=O)[O-] (palladium(II) acetate). Solvent: CN(C=O)C (N,N-dimethylformamide). Run at temperature 110 celsius, time 22 hour. Yields the product [N+](=O)([O-])C=1C(=NC=CC1)NC1=CC(=CC=C1)\C=C\C1=CC=NC=C1 (3-nitro-2-[3-[(E)-2-(4-pyridyl)vinyl]phenylamino]pyridine). The yield is 39.1%. RXN SMILES: I[C:2]1[CH:3]=[C:4]([NH:8][C:9]2[C:14]([N+:15]([O-:17])=[O:16])=[CH:13][CH:12]=[CH:11][N:10]=2)[CH:5]=[CH:6][CH:7]=1.[CH:18]([C:20]1[CH:25]=[CH:24][N:23]=[CH:22][CH:21]=1)=[CH2:19].C(=O)(O)[O-].[Na+]>[Cl-].C([N+](CCCC)(CCCC)CCCC)CCC.CN(C)C=O.C([O-])(=O)C.[Pd+2].C([O-])(=O)C>[N+:15]([C:14]1[C:9]([NH:8][C:4]2[CH:5]=[CH:6][CH:7]=[C:2](/[CH:19]=[CH:18]/[C:20]3[CH:25]=[CH:24][N:23]=[CH:22][CH:21]=3)[CH:3]=2)=[N:10][CH:11]=[CH:12][CH:13]=1)([O-:17])=[O:16] |f:2.3,4.5,7.8.9|. Reported procedure: A mixture of 2-(3-iodophenylamino)-3-nitropyridine (3.86 g), 4-vinylpyridine (1.78 g), palladium(II) acetate (80 mg), tetrabutylammonium chloride (3.14 g) and sodium bicarbonate (2.4 g) in N,N-dimethylformamide (20 ml) was stirred at 110° C. for 22 hours. Then the mixture was poured into aqueous sodium bicarbonate and extracted with ethyl acetate twice. The combined organic phase was washed with aqueous sodium bicarbonate and brine, dried over magnesium sulfate and concentrated. The residue was ... Reaction SMILES: [Cl:1][C:2]1[CH:3]=[CH:4][C:5]([OH:21])=[C:6]([CH:20]=1)[C:7]([NH:9][CH2:10][CH2:11][C:12]1[N:13]=[C:14]([CH:17]([CH3:19])[CH3:18])[S:15][CH:16]=1)=[O:8].C(=O)([O-])[O-].[K+].[K+].Br[CH2:29][C:30]([O:32][CH2:33][CH3:34])=[O:31]>CC(C)=O.O>[CH2:33]([O:32][C:30](=[O:31])[CH2:29][O:21][C:5]1[CH:4]=[CH:3][C:2]([Cl:1])=[CH:20][C:6]=1[C:7](=[O:8])[NH:9][CH2:10][CH2:11][C:12]1[N:13]=[C:14]([CH:17]([CH3:19])[CH3:18])[S:15][CH:16]=1)[CH3:34] |f:1.2.3|. Procedure details: To a mixture of 5-chloro-2-hydroxy-N-[2-(2-isopropyl-thiazol-4-yl)-ethyl]-benzamide (400 mg, 1.23 mmol, 1.00 eq.) and potassium carbonate anhydrous (340 mg, 2.46 mmol, 2.00 eq.) in acetone (20 mL), ethyl bromoacetate (0.14 mL, 1.29 mmol, 1.05 eq.) was added. The mixture was stirred at r.t. for 5 hours. The reaction mixture was poured in water (50 mL). The mixture was extracted with AcOEt (2×20 mL). The comb. org. phases were dried over MgSO4 and concentrated in vacuo. The residue was purified by... Conditions: time 5 hour. The product is C(C)OC(COC1=C(C=C(C=C1)Cl)C(NCCC=1N=C(SC1)C(C)C)=O)=O ({4-Chloro-2-[2-(2-isopropyl-thiazol-4-yl)-ethylcarbamoyl]-phenoxy}-acetic acid ethyl ester). Starting materials: ClC=1C=CC(=C(C(=O)NCCC=2N=C(SC2)C(C)C)C1)O (5-chloro-2-hydroxy-N-[2-(2-isopropyl-thiazol-4-yl)-ethyl]-benzamide), C([O-])([O-])=O.[K+].[K+] (potassium carbonate), BrCC(=O)OCC (ethyl bromoacetate). Run in O (water), CC(=O)C (acetone). Starting materials: C([O-])([O-])=O.[K+].[K+] (potassium carbonate), C(C1=CC=CC=C1)(=O)N=C=S (benzoyl isothiocyanate), [Si](C1=CC=CC=C1)(C1=CC=CC=C1)(C(C)(C)C)O[C@@H]1[C@H]2C[C@@H]([C@@H](C1)C2)N2C(C1=CC=CC=C1C2=O)=O (2-((1R,2S,4R,5S)-5-(tert- butyldiphenylsilyloxy)bicyclo[2.2.1]-heptan-2-yl)isoindoline-1,3-dione), NN (hydrazine). Run in CO (methanol), C(Cl)(Cl)Cl (chloroform), ClCCl (dichloromethane), C(C)O (ethanol). Yields the product [Si](C1=CC=CC=C1)(C1=CC=CC=C1)(C(C)(C)C)O[C@@H]1[C@H]2C[C@@H]([C@@H](C1)C2)NC(=S)N (1-((1R,2S,4R,5S)-5-(tert-Butyldiphenylsilyloxy)bicyclo[2.2.1]heptan-2-yl)thiourea). Reaction SMILES: [Si:1](O[C@H]1C[C@H]2C[C@@H]1C[C@@H]2N1C(=O)C2C(=CC=CC=2)C1=O)([C:14]([CH3:17])([CH3:16])[CH3:15])([C:8]1[CH:13]=[CH:12][CH:11]=[CH:10][CH:9]=1)[C:2]1[CH:7]=[CH:6][CH:5]=[CH:4][CH:3]=1.[NH2:37]N.[C:39]([N:47]=[C:48]=[S:49])(=O)[C:40]1[CH:45]=C[CH:43]=[CH:42][CH:41]=1.[C:50](=[O:53])([O-])[O-].[K+].[K+]>C(O)C.C(Cl)(Cl)Cl.ClCCl.CO>[Si:1]([O:53][C@H:50]1[CH2:45][C@H:40]2[CH2:41][C@@H:42]1[CH2:43][C@@H:39]2[NH:47][C:48]([NH2:37])=[S:49])([C:14]([CH3:15])([CH3:17])[CH3:16])([C:2]1[CH:3]=[CH:4][CH:5]=[CH:6][CH:7]=1)[C:8]1[CH:9]=[CH:10][CH:11]=[CH:12][CH:13]=1 |f:3.4.5|. Reported procedure: To a suspension of 2-((1R,2S,4R,5S)-5-(tert- butyldiphenylsilyloxy)bicyclo[2.2.1]-heptan-2-yl)isoindoline-1,3-dione (4.60 g, 9.28 mmol) in ethanol (anhydrous, 100 mL) was added anhydrous hydrazine (0.44 mL, 13.9 mmol). After refluxing under nitrogen for 3 h, the mixture was cooled to ambient temp. The white solid was removed by filtration, and the filtrate was concentrated in vacuo to give an off-white solid, which was stirred with benzoyl isothiocyanate (1.62 mL, 12.1 mmol) in chloroform (100 m... Starting materials: N([C@@H](CSCC1=CC=C(C)C=C1)C(=O)N[C@@H](CCCC)C(=O)N[C@@H](CC(N)=O)C(=O)N[C@@H](CC1=CC=CC=C1)C(=O)N[C@@H](CC1=CC=CC=C1)C(=O)OC)C(=O)OC(C)(C)C (BOC-Cys(MBzl)-Nle-Asn-Phe-Phe-OMe), C1(=CC=CC=C1)SC (thioanisole), FC(C(=O)O)(F)F (trifluoroacetic acid). The solvent is C(Cl)Cl (CH2Cl2). Reaction conditions: time 50 minute. Yields the product N[C@@H](CSCC1=CC=C(C)C=C1)C(=O)N[C@@H](CCCC)C(=O)N[C@@H](CC(N)=O)C(=O)N[C@@H](CC1=CC=CC=C1)C(=O)N[C@@H](CC1=CC=CC=C1)C(=O)OC.FC(F)(F)C(=O)O (H-Cys(MBzl)-Nle-Asn-Phe-Phe-OMe.trifluoroacetate). RXN SMILES: [NH:1](C(OC(C)(C)C)=O)[C@H:2]([C:13]([NH:15][C@H:16]([C:21]([NH:23][C@H:24]([C:29]([NH:31][C@H:32]([C:40]([NH:42][C@H:43]([C:51]([O:53][CH3:54])=[O:52])[CH2:44][C:45]1[CH:50]=[CH:49][CH:48]=[CH:47][CH:46]=1)=[O:41])[CH2:33][C:34]1[CH:39]=[CH:38][CH:37]=[CH:36][CH:35]=1)=[O:30])[CH2:25][C:26](=[O:28])[NH2:27])=[O:22])[CH2:17][CH2:18][CH2:19][CH3:20])=[O:14])[CH2:3][S:4][CH2:5][C:6]1[CH:12]=[CH:11][C:9]([CH3:10])=[CH:8][CH:7]=1.C1(SC)C=CC=CC=1.[F:70][C:71]([F:76])([F:75])[C:72]([OH:74])=[O:73]>C(Cl)Cl>[NH2:1][C@H:2]([C:13]([NH:15][C@H:16]([C:21]([NH:23][C@H:24]([C:29]([NH:31][C@H:32]([C:40]([NH:42][C@H:43]([C:51]([O:53][CH3:54])=[O:52])[CH2:44][C:45]1[CH:50]=[CH:49][CH:48]=[CH:47][CH:46]=1)=[O:41])[CH2:33][C:34]1[CH:35]=[CH:36][CH:37]=[CH:38][CH:39]=1)=[O:30])[CH2:25][C:26](=[O:28])[NH2:27])=[O:22])[CH2:17][CH2:18][CH2:19][CH3:20])=[O:14])[CH2:3][S:4][CH2:5][C:6]1[CH:7]=[CH:8][C:9]([CH3:10])=[CH:11][CH:12]=1.[F:70][C:71]([C:72]([OH:74])=[O:73])([F:76])[F:75] |f:4.5|. Procedure: 10 g of BOC-Cys(MBzl)-Nle-Asn-Phe-Phe-OMe and 13.5 ml of thioanisole in 10 ml of CH2Cl2 are dissolved in 180 ml of trifluoroacetic acid and allowed to stand for 50 minutes at room temperature. Precipitation is effected by the addition of ether. After filtration, washing with ether and drying there is obtained H-Cys(MBzl)-Nle-Asn-Phe-Phe-OMe.trifluoroacetate. Starting materials: NCC1CCN(CC1)C(=O)OC(C)(C)C (4-aminomethyl-1-Boc-piperidine), ClC(=O)OCC1=CC=CC=C1 (benzyl chloroformate). Solvent: C1CCOC1 (THF), O (water), [OH-].[Na+] (NaOH). Conditions: time 12 hour. Product: C(C1=CC=CC=C1)OC(=O)NCC1CCN(CC1)C(=O)OC(C)(C)C (4-(Benzyloxycarbonylaminomethyl)-1-Boc-piperidine). Yield: 93.0%. RXN SMILES: [NH2:1][CH2:2][CH:3]1[CH2:8][CH2:7][N:6]([C:9]([O:11][C:12]([CH3:15])([CH3:14])[CH3:13])=[O:10])[CH2:5][CH2:4]1.Cl[C:17]([O:19][CH2:20][C:21]1[CH:26]=[CH:25][CH:24]=[CH:23][CH:22]=1)=[O:18]>C1COCC1.O.[OH-].[Na+]>[CH2:20]([O:19][C:17]([NH:1][CH2:2][CH:3]1[CH2:8][CH2:7][N:6]([C:9]([O:11][C:12]([CH3:15])([CH3:14])[CH3:13])=[O:10])[CH2:5][CH2:4]1)=[O:18])[C:21]1[CH:26]=[CH:25][CH:24]=[CH:23][CH:22]=1 |f:4.5|. Procedure: A solution of 4-aminomethyl-1-Boc-piperidine (5.00 g, 23.4 mmol) in THF (60 mL), water (14 mL) and 5 N NaOH (46 mL) was treated with benzyl chloroformate. After 12 h, the mixture was partitioned between EtOAc and water and the aqueous phase washed with EtOAc (3×). The combined extracts were washed with water, brine and concentrated to afford 7.6 g (93%) of the title compound which was used without further purification.